This data is from the Open Reaction Database (ORD), a public repository of structured organic reaction records. The task is: describe an organic reaction: reactants, conditions, products, and yield Starting materials: CC(C)(C)OC(=O)c1ccc(N2CCC(c3ccc(NC(=O)c4nc(-c5ccccc5)oc4C(F)(F)F)cc3)CC2)cc1, ClCCl, O=C(O)C(F)(F)F. Product: O=C(O)c1ccc(N2CCC(c3ccc(NC(=O)c4nc(-c5ccccc5)oc4C(F)(F)F)cc3)CC2)cc1. Reaction SMILES: [C:1]([CH3:2])([CH3:3])([CH3:4])[O:5][C:6]([c:7]1[cH:8][cH:9][c:10]([N:13]2[CH2:14][CH2:15][CH:16]([c:19]3[cH:20][cH:21][c:22]([NH:25][C:26](=[O:27])[c:28]4[n:29][c:30](-[c:37]5[cH:38][cH:39][cH:40][cH:41][cH:42]5)[o:31][c:32]4[C:33]([F:34])([F:35])[F:36])[cH:23][cH:24]3)[CH2:17][CH2:18]2)[cH:11][cH:12]1)=[O:43].[CH2:44]([Cl:45])[Cl:46].[OH:47][C:48]([C:49]([F:50])([F:51])[F:52])=[O:53]>>[O:5]=[C:6]([c:7]1[cH:8][cH:9][c:10]([N:13]2[CH2:14][CH2:15][CH:16]([c:19]3[cH:20][cH:21][c:22]([NH:25][C:26](=[O:27])[c:28]4[n:29][c:30](-[c:37]5[cH:38][cH:39][cH:40][cH:41][cH:42]5)[o:31][c:32]4[C:33]([F:34])([F:35])[F:36])[cH:23][cH:24]3)[CH2:17][CH2:18]2)[cH:11][cH:12]1)[OH:43]. Starting materials: CCO, CC(=O)[O-], Cl, NO, [Na+], O=C1CCOc2ccccc21, O. The product is ON=C1CCOc2ccccc21. RXN SMILES: [CH3:21][CH2:22][OH:23].[CH3:2][C:3](=[O:4])[O-:5].[ClH:17].[NH2:18][OH:19].[Na+:1].[O:6]1[CH2:7][CH2:8][C:9](=[O:16])[c:10]2[cH:11][cH:12][cH:13][cH:14][c:15]21.[OH2:20]>>[O:6]1[CH2:7][CH2:8][C:9](=[N:18][OH:19])[c:10]2[cH:11][cH:12][cH:13][cH:14][c:15]21. Procedure: The title compound is prepared by coupling of 9-(3-chloro-2,6-difluorobenzyl)-9H-β-carboline-3-carboxylic acid and N-benzyl hydroxylamine hydrochloride under conditions similar to those provided in step (b) of example 7. Yields the product C(C1=CC=CC=C1)N(C(=O)C=1N=CC=2N(C3=CC=CC=C3C2C1)CC1=C(C(=CC=C1F)Cl)F)O (N-Benzyl-9-(3-chloro-2,6-difluorobenzyl)-N-hydroxy-9H-β-carboline-3-carboxamide). Reaction SMILES: [Cl:1][C:2]1[C:3]([F:26])=[C:4]([C:22]([F:25])=[CH:23][CH:24]=1)[CH2:5][N:6]1[C:18]2[CH:17]=[N:16][C:15]([C:19]([OH:21])=O)=[CH:14][C:13]=2[C:12]2[C:7]1=[CH:8][CH:9]=[CH:10][CH:11]=2.Cl.[CH2:28]([NH:35][OH:36])[C:29]1[CH:34]=[CH:33][CH:32]=[CH:31][CH:30]=1>>[CH2:28]([N:35]([OH:36])[C:19]([C:15]1[N:16]=[CH:17][C:18]2[N:6]([CH2:5][C:4]3[C:22]([F:25])=[CH:23][CH:24]=[C:2]([Cl:1])[C:3]=3[F:26])[C:7]3[C:12]([C:13]=2[CH:14]=1)=[CH:11][CH:10]=[CH:9][CH:8]=3)=[O:21])[C:29]1[CH:34]=[CH:33][CH:32]=[CH:31][CH:30]=1 |f:1.2|. Starting materials: ClC=1C(=C(CN2C3=CC=CC=C3C=3C=C(N=CC23)C(=O)O)C(=CC1)F)F (9-(3-chloro-2,6-difluorobenzyl)-9H-β-carboline-3-carboxylic acid), Cl.C(C1=CC=CC=C1)NO (N-benzyl hydroxylamine hydrochloride). Reactants: C(C)OC(CC1=C(N(C2=CC=C(C=C12)OC)C(C)C1=CC=CC=C1)C)=O (5-Methoxy-2-methyl-1-(1-phenylethyl)-1H-indole-3-acetic acid ethyl ester), C(C)OC(CC1=C(NC2=CC=C(C=C12)OC)C)=O (5-methoxy-2-methyl-1H-indole-3-acetic acid ethyl ester), [H-].[Na+] (NaH), BrC(C)C1=CC=CC=C1 ((1-bromoethyl)benzene). Product: COC=1C=C2C(=C(N(C2=CC1)C(C)C1=CC=CC=C1)C)CC(=O)O (5-methoxy-2-methyl-1-(1-phenylethyl)1H-indole-3-acetic acid). Isolated yield 22.0%. As a reaction SMILES: C([O:3][C:4](=[O:26])[CH2:5][C:6]1[C:14]2[C:9](=[CH:10][CH:11]=[C:12]([O:15][CH3:16])[CH:13]=2)[N:8]([CH:17]([C:19]2[CH:24]=[CH:23][CH:22]=[CH:21][CH:20]=2)[CH3:18])[C:7]=1[CH3:25])C.C(OC(=O)CC1C2C(=CC=C(OC)C=2)NC=1C)C.[H-].[Na+].BrC(C1C=CC=CC=1)C>>[CH3:16][O:15][C:12]1[CH:13]=[C:14]2[C:9](=[CH:10][CH:11]=1)[N:8]([CH:17]([C:19]1[CH:20]=[CH:21][CH:22]=[CH:23][CH:24]=1)[CH3:18])[C:7]([CH3:25])=[C:6]2[CH2:5][C:4]([OH:26])=[O:3] |f:2.3|. Procedure details: 5-Methoxy-2-methyl-1-(1-phenylethyl)-1H-indole-3-acetic acid ethyl ester. Using the procedure described in Example 1, Part F, 494 mg (2 mmol) of 5-methoxy-2-methyl-1H-indole-3-acetic acid ethyl ester was reacted with 80 mg (2 mmol) of 60% NaH/mineral oil and 0.27 mL (2 mmol) of (1-bromoethyl)benzene and after chromatography on silica (eluting with 25% EtOAc/hexane) there was obtained 160 mg (22%) of 5-methoxy-2-methyl-1-(1-phenylethyl)1H-indole-3-acetic acid acid ethyl ester as an oil. The reactants are OC1CCN(CC1)CC#N (4-hydroxy-piperidin-1-yl-acetonitrile), [H-].[H-].[H-].[H-].[Li+].[Al+3] (LiAlH4). Solvent: C1CCOC1 (THF). Yields the product NCCN1CCC(CC1)O (1-(2-Amino-ethyl)-piperidin-4-ol). The yield is 43.6%. As a reaction SMILES: [OH:1][CH:2]1[CH2:7][CH2:6][N:5]([CH2:8][C:9]#[N:10])[CH2:4][CH2:3]1.[H-].[H-].[H-].[H-].[Li+].[Al+3]>C1COCC1>[NH2:10][CH2:9][CH2:8][N:5]1[CH2:6][CH2:7][CH:2]([OH:1])[CH2:3][CH2:4]1 |f:1.2.3.4.5.6|. Procedure: The method follows that of S6 using 4-hydroxy-piperidin-1-yl-acetonitrile (18.97 g, 0.136 mol), LiAlH4 (15.48 g, 0.408 mol) and dry THF (150 mL). The title compound (8.56 g, 44%) was afforded as a straw-coloured oil after kugelrohr distillation (178° C., 0.05 mbar). δH(250 MHz; CDCl3); 1.55 (m, 2H, 1×CHCH2CH2 and 1×CH2CH2CH), 1.85 (m, 2H, 1×CHCH2CH2 and 1×CH2CH2CH), 2-2.25 (m, 5H, NCH2CH2, NCH2CH2 and OH), 2.38 (t, 2H, H2NCH2CH2N), 2.72 (t, 4H, H2NCH2CH2N, NH2) and 3.65 (m, 1H, CH2CHOH); δC(62.9... Starting materials: FC(C1=C(C=C(C=C1)C(F)(F)F)C(CCC)N)(F)F (1-[2,5-bis(trifluoromethyl)phenyl]butan-1-amine), FC(C1=CC=C(C=O)C=C1)(F)F (4-trifluoromethyl benzaldehyde). Conditions: time 30 minute. Product: FC(C1=C(C=C(C=C1)C(F)(F)F)C(CCC)/N=C/C1=CC=C(C=C1)C(F)(F)F)(F)F ((±)-{1-[2,5-Bis(trifluoromethyl)phenyl]butyl}{(1E)-[4-(trifluoromethyl)phenyl]methylene}amine). As a reaction SMILES: [F:1][C:2]([F:19])([F:18])[C:3]1[CH:8]=[CH:7][C:6]([C:9]([F:12])([F:11])[F:10])=[CH:5][C:4]=1[CH:13]([NH2:17])[CH2:14][CH2:15][CH3:16].[F:20][C:21]([F:31])([F:30])[C:22]1[CH:29]=[CH:28][C:25]([CH:26]=O)=[CH:24][CH:23]=1>>[F:1][C:2]([F:18])([F:19])[C:3]1[CH:8]=[CH:7][C:6]([C:9]([F:10])([F:11])[F:12])=[CH:5][C:4]=1[CH:13](/[N:17]=[CH:26]/[C:25]1[CH:24]=[CH:23][C:22]([C:21]([F:20])([F:30])[F:31])=[CH:29][CH:28]=1)[CH2:14][CH2:15][CH3:16]. Procedure: A mixture of 1-[2,5-bis(trifluoromethyl)phenyl]butan-1-amine (2.95 g, 10.3 mmol) and 4-trifluoromethyl benzaldehyde (1.8 g, 10.3 mmol) was swirled together for 30 minutes. M/Z (ES+) 442 (ME). Starting materials: C(=O)(Cl)Cl (phosgene), NC1=C(OC(=C1)C(C)(C)C)C(=O)OC (methyl 3-amino-5-tert-butylfuran-2-carboxylate), N1=CC=CC=C1 (pyridine). Solvent: C(Cl)Cl (CH2Cl2), C(Cl)Cl (CH2Cl2). Reaction conditions: time 1 hour. The product is C(=O)(OC)C=1OC(=CC1N=C=O)C(C)(C)C (2-carbomethoxy-5-tert-butyl-3-furyl isocyanate), Cl.[NH+]1=CC=CC=C1 (pyridinium hydrochloride). RXN SMILES: [C:1](Cl)([Cl:3])=[O:2].[NH2:5][C:6]1[CH:10]=[C:9]([C:11]([CH3:14])([CH3:13])[CH3:12])[O:8][C:7]=1[C:15]([O:17][CH3:18])=[O:16].[N:19]1[CH:24]=[CH:23][CH:22]=[CH:21][CH:20]=1>C(Cl)Cl>[C:15]([C:7]1[O:8][C:9]([C:11]([CH3:14])([CH3:13])[CH3:12])=[CH:10][C:6]=1[N:5]=[C:1]=[O:2])([O:17][CH3:18])=[O:16].[ClH:3].[NH+:19]1[CH:24]=[CH:23][CH:22]=[CH:21][CH:20]=1 |f:5.6|. Procedure details: To a solution of phosgene (1.93M in toluene, 9.7 mL, 18.6 mmol, 3.0 equiv) in CH2Cl2 (80 mL) at 0° C. was added a solution of methyl 3-amino-5-tert-butylfuran-2-carboxylate (1.23 g, 6.2 mmol) and pyridine (1.97 g, 24.9 mmol, 4.0 equiv) in CH2Cl2 (20 mL). The reaction mixture was allowed to slowly warm to room temp. and rapidly form a precipitate. The resulting slurry was stirred at room temp. for 1 h, then concentrated under reduced pressure to give 2-carbomethoxy-5-tert-butyl-3-furyl isocyanate... RXN SMILES: [CH2:1]([N:8]1[CH2:12][CH2:11][N:10]([C:13]2[S:14][C:15]([C:19]([OH:21])=O)=[C:16]([CH3:18])[N:17]=2)[C:9]1=[O:22])[C:2]1[CH:7]=[CH:6][CH:5]=CC=1.C1(CCN2CCN(C3SC(C(O)=O)=C(C)N=3)C2=O)CC1.[CH2:43]([NH2:50])[C:44]1[CH:49]=[CH:48][CH:47]=[CH:46][CH:45]=1>>[CH2:43]([NH:50][C:19]([C:15]1[S:14][C:13]([N:10]2[CH2:11][CH2:12][N:8]([CH2:1][CH2:2][CH:7]3[CH2:6][CH2:5]3)[C:9]2=[O:22])=[N:17][C:16]=1[CH3:18])=[O:21])[C:44]1[CH:49]=[CH:48][CH:47]=[CH:46][CH:45]=1. Procedure: Following the procedure as describe in Example 9, making variations as required to replace 2-(3-benzyl-2-oxoimidazolidin-1-yl)-4-methylthiazole-5-carboxylic acid with 2-(3-(2-cyclopropylethyl)-2-oxoimidazolidin-1-yl)-4-methylthiazole-5-carboxylic acid to react with benzylamine, the title compound was obtained as a white powder in 15% yield: mp 137-138° C.: 1H NMR (300 MHz, CDCl3) δ 7.36-7.25 (m, 5H), 5.88 (s, 1H), 4.54 (d, J=5.7 Hz, 2H), 4.09 (t, J=7.8 Hz, 2H), 3.58 (t, J=8.7 Hz, 2H), 3.37 (t, J... Isolated yield 15.0%. Reactants: C(C1=CC=CC=C1)N1C(N(CC1)C=1SC(=C(N1)C)C(=O)O)=O (2-(3-benzyl-2-oxoimidazolidin-1-yl)-4-methylthiazole-5-carboxylic acid), C1(CC1)CCN1C(N(CC1)C=1SC(=C(N1)C)C(=O)O)=O (2-(3-(2-cyclopropylethyl)-2-oxoimidazolidin-1-yl)-4-methylthiazole-5-carboxylic acid), C(C1=CC=CC=C1)N (benzylamine). Yields the product C(C1=CC=CC=C1)NC(=O)C1=C(N=C(S1)N1C(N(CC1)CCC1CC1)=O)C (N-benzyl-2-(3-(2-cyclopropylethyl)-2-oxoimidazolidin-1-yl)-4-methylthiazole-5-carboxamide). The reactants are C(C)OC(=O)[C@H]1N=C(SC1)C1=C(C=C(C=C1)OC)OC (Ethyl-2-(2,4-dimethoxyphenyl)-4,5-dihydro-thiazole-4-(R)-carboxylate), [OH-].[Na+] (sodium hydroxide). Run in C(C)(C)(C)OC (methyl tertiary-butyl ether). Yields the product COC1=C(C=CC(=C1)OC)C=1SC[C@H](N1)C(=O)O (2-(2,4-dimethoxyphenyl)-4,5-dihydro-thiazole-4-(R)-carboxylic acid). RXN SMILES: C([O:3][C:4]([C@@H:6]1[CH2:10][S:9][C:8]([C:11]2[CH:16]=[CH:15][C:14]([O:17][CH3:18])=[CH:13][C:12]=2[O:19][CH3:20])=[N:7]1)=[O:5])C.[OH-].[Na+]>C(OC)(C)(C)C>[CH3:20][O:19][C:12]1[CH:13]=[C:14]([O:17][CH3:18])[CH:15]=[CH:16][C:11]=1[C:8]1[S:9][CH2:10][C@@H:6]([C:4]([OH:5])=[O:3])[N:7]=1 |f:1.2|. Procedure details: Ethyl-2-(2,4-dimethoxyphenyl)-4,5-dihydro-thiazole-4-(R)-carboxylate is refluxed with aqueous sodium hydroxide in methyl tertiary-butyl ether (MTBE) to form 2-(2,4-dimethoxyphenyl)-4,5-dihydro-thiazole-4-(R)-carboxylic acid.